Dataset: the Open Reaction Database (ORD), a public repository of structured organic reaction records. Task: describe an organic reaction: reactants, conditions, products, and yield As a reaction SMILES: [C:20].[CH3:22][CH2:23][OH:24].[N+:1]([O-:2])(=[O:3])[c:4]1[cH:5][cH:6][c:7]([CH2:8][n:9]2[n:10][cH:11][n:12][c:13]2[C:14](=[O:15])[O:16][CH3:17])[cH:18][cH:19]1.[Pd:21]>>[NH2:1][c:4]1[cH:5][cH:6][c:7]([CH2:8][n:9]2[n:10][cH:11][n:12][c:13]2[C:14](=[O:15])[O:16][CH3:17])[cH:18][cH:19]1. Starting materials: C, CCO, COC(=O)c1ncnn1Cc1ccc([N+](=O)[O-])cc1, [Pd]. The product is COC(=O)c1ncnn1Cc1ccc(N)cc1. Reactants: C(C)C(C(=O)O)CC (2-ethyl butanoic acid), C=1C=CC2=C(C1)N=NN2O (HOBt), C(CCl)Cl (EDC), Cl.C(C)OC(=O)[C@H]1NCCC1 (2(S)-pyrrolidine-carboxylic acid ethylester hydrochloride), CN1CCOCC1 (NMM). Run in ClCCl (dichloromethane). Conditions: time 30 minute. Yields the product C(C)OC(=O)[C@H]1N(CCC1)C(C(CC)CC)=O (N-(2-Ethylbutyryl)-2(S)-pyrrolidine-carboxylic acid ethylester). Yield: 75.1%. Reaction SMILES: [CH2:1]([CH:3]([CH2:7][CH3:8])[C:4]([OH:6])=O)[CH3:2].C1C=CC2N(O)N=NC=2C=1.C(Cl)CCl.Cl.[CH2:24]([O:26][C:27]([C@@H:29]1[CH2:33][CH2:32][CH2:31][NH:30]1)=[O:28])[CH3:25].CN1CCOCC1>ClCCl>[CH2:24]([O:26][C:27]([C@@H:29]1[CH2:33][CH2:32][CH2:31][N:30]1[C:4](=[O:6])[CH:3]([CH2:1][CH3:2])[CH2:7][CH3:8])=[O:28])[CH3:25] |f:3.4|. Reported procedure: To dichloromethane solution (350 ml) of 2-ethyl butanoic acid 5.68 g (48.9 mmol) under cooling on ice-water, HOBt 6.76 g (50 mmol), EDC 9.6 g (50 mmol) were added, stirring was continued for 30 min. 2(S)-pyrrolidine-carboxylic acid ethylester hydrochloride 8 g (45 mmol), NMM 4.55 g (45 mmol) were added to the reaction mixture and then stirred at room temperature for overnight. After then, the reaction mixture was washed with water, 1% sodium hydroxide solution, and then water sequentially. The o... Starting materials: crystals, NC=1C=CC=C2C(CCNC12)=O (8-amino-2,3-dihydro-4(1H)-quinolinone). Solvent: C(C)(=O)O (acetic acid). Yields the product C1(=CC=CC=C1)CCC1=NC=2C=CC=C3C(CCN1C23)=O (4,5-dihydro-2-(2-phenylethyl)-6H-imidazo[4,5,1-ij]quinolin-6-one). Isolated yield 82.2%. RXN SMILES: [NH2:1][C:2]1[CH:3]=[CH:4][CH:5]=[C:6]2[C:11]=1[NH:10][CH2:9][CH2:8][C:7]2=[O:12]>C(O)(=O)C>[C:6]1([CH2:7][CH2:8][C:9]2[N:10]3[C:11]4[C:6]([C:7](=[O:12])[CH2:8][CH2:9]3)=[CH:5][CH:4]=[CH:3][C:2]=4[N:1]=2)[CH:11]=[CH:2][CH:3]=[CH:4][CH:5]=1. Procedure: A hundred grams of 3-phenylpropionitrile was dissolved in anhydrous ether (200 mL), followed by addition of dry methanol (38 mL) and bubbling with hydrogen chloride gas. The reaction solution was stored overnight in a refrigerator and the precipitating crystals were collected by filtration with ether, yielding colorless crystals (152 g). The resulting crystals (15 g) and 8-amino-2,3-dihydro-4(1H)-quinolinone (10 g) were dissolved in acetic acid (50 mL) and heated under reflux for 8 hrs. The solv... Reactants: c1ccc(COCCOc2ccc(C3CCCCC3)cc2)cc1, CCO, [H][H], [OH-], [OH-], [Pd+2]. The product is OCCOc1ccc(C2CCCCC2)cc1. Reaction SMILES: [CH2:1]([c:2]1[cH:3][cH:4][cH:5][cH:6][cH:7]1)[O:8][CH2:9][CH2:10][O:11][c:12]1[cH:13][cH:14][c:15]([CH:18]2[CH2:19][CH2:20][CH2:21][CH2:22][CH2:23]2)[cH:16][cH:17]1.[CH3:26][CH2:27][OH:28].[H:24][H:25].[OH-:29].[OH-:31].[Pd+2:30]>>[OH:8][CH2:9][CH2:10][O:11][c:12]1[cH:13][cH:14][c:15]([CH:18]2[CH2:19][CH2:20][CH2:21][CH2:22][CH2:23]2)[cH:16][cH:17]1. The reactants are Intermediate 223E, C(C)OC(\C=N\NC=1C=C(C(=O)OC)C=CC1)=O ((E)-methyl 3-(2-(2-ethoxy-2-oxoethylidene)hydrazinyl)benzoate), [N+](=O)([O-])C(=CC1=C(C=C(C(=O)OC(C)(C)C)C=C1)C(=O)N1CC2=CC=CC=C2CC1)CCCC (tert-butyl 4-(2-nitrohex-1-enyl)-3-(1,2,3,4-tetrahydroisoquinoline-2-carbonyl)benzoate). The product is C(C)(C)(C)OC(=O)C1=CC(=C(C=C1)C=1C(=NN(C1CCCC)C1=CC(=CC=C1)C(=O)OC)C(=O)OCC)C(=O)N1CC2=CC=CC=C2CC1 (Ethyl 4-(4-(tert-butoxycarbonyl)-2-(1,2,3,4-tetrahydroisoquinoline-2-carbonyl)phenyl)-5-butyl-1-(3-(methoxycarbonyl)phenyl)-1H-pyrazole-3-carboxylate). Yield: 28.9%. Reaction SMILES: [CH2:1]([O:3][C:4](=[O:18])/[CH:5]=[N:6]/[NH:7][C:8]1[CH:9]=[C:10]([CH:15]=[CH:16][CH:17]=1)[C:11]([O:13][CH3:14])=[O:12])[CH3:2].[N+]([C:22]([CH2:49][CH2:50][CH2:51][CH3:52])=[CH:23][C:24]1[CH:36]=[CH:35][C:27]([C:28]([O:30][C:31]([CH3:34])([CH3:33])[CH3:32])=[O:29])=[CH:26][C:25]=1[C:37]([N:39]1[CH2:48][CH2:47][C:46]2[C:41](=[CH:42][CH:43]=[CH:44][CH:45]=2)[CH2:40]1)=[O:38])([O-])=O>>[C:31]([O:30][C:28]([C:27]1[CH:35]=[CH:36][C:24]([C:23]2[C:5]([C:4]([O:3][CH2:1][CH3:2])=[O:18])=[N:6][N:7]([C:8]3[CH:17]=[CH:16][CH:15]=[C:10]([C:11]([O:13][CH3:14])=[O:12])[CH:9]=3)[C:22]=2[CH2:49][CH2:50][CH2:51][CH3:52])=[C:25]([C:37]([N:39]2[CH2:48][CH2:47][C:46]3[C:41](=[CH:42][CH:43]=[CH:44][CH:45]=3)[CH2:40]2)=[O:38])[CH:26]=1)=[O:29])([CH3:32])([CH3:33])[CH3:34]. Procedure: Following a procedure analogous to that for the synthesis of Intermediate 223E, (E)-methyl 3-(2-(2-ethoxy-2-oxoethylidene)hydrazinyl)benzoate (65 mg, 0.26 mmol) and tert-butyl 4-(2-nitrohex-1-enyl)-3-(1,2,3,4-tetrahydroisoquinoline-2-carbonyl)benzoate (120 mg, 0.26 mmol) were converted to the title compound (50 mg, 29%). MS(ESI+) m/z 666.3 (M+H)+. Procedure details: To 6-chloro-N-(4-methoxybenzyl)-N-phenylimidazo[1,2-b]pyridazin-8-amine (940 mg, 2.57 mmol) from Example X, step (1a) in chloroform (10 mL) at room temperature was added NIS in one portion and the resulting mixture was refluxed for 5 h. Concentration and purification by flash chromatography provided 6-chloro-3-iodo-N-(4-methoxybenzyl)-N-phenylimidazo[1,2-b]pyridazin-8-amine as a foamy, yellow solid (960 mg, 76%). LCMS [M+H]+ 490. Yields the product ClC=1C=C(C=2N(N1)C(=CN2)I)N(C2=CC=CC=C2)CC2=CC=C(C=C2)OC (6-chloro-3-iodo-N-(4-methoxybenzyl)-N-phenylimidazo[1,2-b]pyridazin-8-amine), solid. Yield: 76.0%. Reactants: ClC=1C=C(C=2N(N1)C=CN2)N(C2=CC=CC=C2)CC2=CC=C(C=C2)OC (6-chloro-N-(4-methoxybenzyl)-N-phenylimidazo[1,2-b]pyridazin-8-amine), C1CC(=O)N(C1=O)I (NIS). RXN SMILES: [Cl:1][C:2]1[CH:3]=[C:4]([N:11]([CH2:18][C:19]2[CH:24]=[CH:23][C:22]([O:25][CH3:26])=[CH:21][CH:20]=2)[C:12]2[CH:17]=[CH:16][CH:15]=[CH:14][CH:13]=2)[C:5]2[N:6]([CH:8]=[CH:9][N:10]=2)[N:7]=1.C1C(=O)N([I:34])C(=O)C1>C(Cl)(Cl)Cl>[Cl:1][C:2]1[CH:3]=[C:4]([N:11]([CH2:18][C:19]2[CH:20]=[CH:21][C:22]([O:25][CH3:26])=[CH:23][CH:24]=2)[C:12]2[CH:17]=[CH:16][CH:15]=[CH:14][CH:13]=2)[C:5]2[N:6]([C:8]([I:34])=[CH:9][N:10]=2)[N:7]=1. Solvent: C(Cl)(Cl)Cl (chloroform). Starting materials: CNC, COC(=O)c1ncc(Oc2cc(C(=O)Nc3ccn(C)n3)cc3c2CC(C)(C)O3)cc1F, Cl. Yields the product CN(C)C(=O)c1ncc(Oc2cc(C(=O)Nc3ccn(C)n3)cc3c2CC(C)(C)O3)cc1F. Reaction SMILES: [CH3:2][NH:3][CH3:4].[CH3:5][O:6][C:7](=[O:8])[c:9]1[n:10][cH:11][c:12]([O:16][c:17]2[cH:18][c:19]([C:28]([NH:29][c:30]3[n:31][n:32]([CH3:35])[cH:33][cH:34]3)=[O:36])[cH:20][c:21]3[c:22]2[CH2:23][C:24]([CH3:26])([CH3:27])[O:25]3)[cH:13][c:14]1[F:15].[ClH:1]>>[CH3:2][N:3]([CH3:4])[C:7](=[O:8])[c:9]1[n:10][cH:11][c:12]([O:16][c:17]2[cH:18][c:19]([C:28]([NH:29][c:30]3[n:31][n:32]([CH3:35])[cH:33][cH:34]3)=[O:36])[cH:20][c:21]3[c:22]2[CH2:23][C:24]([CH3:26])([CH3:27])[O:25]3)[cH:13][c:14]1[F:15]. Reactants: CCc1nc(-c2ccc(F)cc2)cn1-c1ccc(CCNC(=O)Oc2ccccc2)cc1, NS(=O)(=O)c1ccccc1Cl. Product: CCc1nc(-c2ccc(F)cc2)cn1-c1ccc(CCNC(=O)NS(=O)(=O)c2ccccc2Cl)cc1. RXN SMILES: [CH2:1]([CH3:2])[c:3]1[n:4](-[c:15]2[cH:16][cH:17][c:18]([CH2:21][CH2:22][NH:23][C:24]([O:25][c:27]3[cH:28][cH:29][cH:30][cH:31][cH:32]3)=[O:26])[cH:19][cH:20]2)[cH:5][c:6](-[c:8]2[cH:9][cH:10][c:11]([F:14])[cH:12][cH:13]2)[n:7]1.[Cl:33][c:34]1[c:35]([S:40](=[O:41])(=[O:42])[NH2:43])[cH:36][cH:37][cH:38][cH:39]1>>[CH2:1]([CH3:2])[c:3]1[n:4](-[c:15]2[cH:16][cH:17][c:18]([CH2:21][CH2:22][NH:23][C:24](=[O:25])[NH:43][S:40]([c:35]3[c:34]([Cl:33])[cH:39][cH:38][cH:37][cH:36]3)(=[O:41])=[O:42])[cH:19][cH:20]2)[cH:5][c:6](-[c:8]2[cH:9][cH:10][c:11]([F:14])[cH:12][cH:13]2)[n:7]1.